This data is from the Open Reaction Database (ORD), a public repository of structured organic reaction records. The task is: describe an organic reaction: reactants, conditions, products, and yield The reactants are N1N=NC(=C1)CO ((1H-1,2,3-triazol-4-yl)methanol), N1C=NC=C1 (imidazole), CC(C)(C)[Si](C)(C)Cl (TBDMS-Cl). Run in C(Cl)Cl (DCM). Conditions: time 16 hour. Product: [Si](C)(C)(C(C)(C)C)OCC=1N=NNC1 (4-(((tert-butyldimethylsilyl)oxy)methyl)-1H-1,2,3-triazole). Isolated yield 70.8%. Reaction SMILES: [NH:1]1[CH:5]=[C:4]([CH2:6][OH:7])[N:3]=[N:2]1.N1C=CN=C1.[CH3:13][C:14]([Si:17](Cl)([CH3:19])[CH3:18])([CH3:16])[CH3:15]>C(Cl)Cl>[Si:17]([O:7][CH2:6][C:4]1[N:3]=[N:2][NH:1][CH:5]=1)([C:14]([CH3:16])([CH3:15])[CH3:13])([CH3:19])[CH3:18]. Reported procedure: To a solution of (1H-1,2,3-triazol-4-yl)methanol (30 g, 200 mmol) in DCM (160 mL) was added imidazole (20.4 g, 300 mmol) followed by TBDMS-Cl (33.3 g, 220 mmol) as a solid in portions. After stirring at rt for 16 h, the reaction mixture was filtered through celite, and the filtrate was concentrated in vacuo. The residue was dissolved in EtOAc (500 mL) and washed with water, brine, dried over Na2SO4, and concentrated in vacuo. The crude residue was purified via silica gel chromatography (EtOAc-he... Starting materials: O1CCOC2=C1C=CC(=C2)C=O (2,3-dihydro-benzo[1,4]dioxine-6-carbaldehyde), 1.c, CC1=CC=CC2=C1N=CS2 (4-methyl-benzothiazole), C(C)(C)(C)OC(N[C@@H]1CC[C@H](CC1)C(N(C)OC)=O)=O ([trans-4-(methoxy-methyl-carbamoyl)-cyclohexyl]-carbamic acid tert-butyl ester). The product is O1CCOC2=C1C=CC(=C2)CN[C@@H]2CC[C@H](CC2)C(=O)C=2SC1=C(N2)C(=CC=C1)C ({trans-4-[(2,3-dihydro-benzo[1,4]dioxin-6-ylmethyl)-amino]-cyclohexyl}-(4-methyl-benzothiazol-2-yl)-methanone), solid. As a reaction SMILES: [CH3:1][C:2]1[C:7]2[N:8]=[CH:9][S:10][C:6]=2[CH:5]=[CH:4][CH:3]=1.C(O[C:16](=O)[NH:17][C@H:18]1[CH2:23][CH2:22][C@H:21]([C:24](=[O:29])N(OC)C)[CH2:20][CH2:19]1)(C)(C)C.[O:31]1[C:36]2[CH:37]=[CH:38][C:39](C=O)=[CH:40][C:35]=2[O:34][CH2:33][CH2:32]1>>[O:31]1[C:36]2[CH:37]=[CH:38][C:39]([CH2:16][NH:17][C@H:18]3[CH2:19][CH2:20][C@H:21]([C:24]([C:9]4[S:10][C:6]5[CH:5]=[CH:4][CH:3]=[C:2]([CH3:1])[C:7]=5[N:8]=4)=[O:29])[CH2:22][CH2:23]3)=[CH:40][C:35]=2[O:34][CH2:33][CH2:32]1. Reported procedure: Using 4-methyl-benzothiazole (5 mmol), [trans-4-(methoxy-methyl-carbamoyl)-cyclohexyl]-carbamic acid tert-butyl ester (2.5 mmol) and 2,3-dihydro-benzo[1,4]dioxine-6-carbaldehyde (0.3 mmol) according to the same protocol as that described for example 1, steps 1.a to 1.c, the title compound was obtained as a colourless solid (58 mg). Reactants: C(C)OC(C(C(=O)OCC)(C1=CC(=C(C=C1)N1N=CC(=C1)Cl)Cl)C)=O (methyl-[3-chloro-4-(4-chloropyrazol-1-yl) phenyl] malonic acid diethyl ester), [OH-].[K+] (potassium hydroxide), O (water). Run in C(CCC)O (n-butanol). The product is ClC=1C=C(C=CC1N1N=CC(=C1)Cl)C(C(=O)O)C (2-[3-chloro-4-(4-chloropyrazol-1-yl) phenyl] propionic acid). As a reaction SMILES: C([O:3][C:4](=[O:25])[C:5](C)([C:11]1[CH:16]=[CH:15][C:14]([N:17]2[CH:21]=[C:20]([Cl:22])[CH:19]=[N:18]2)=[C:13]([Cl:23])[CH:12]=1)[C:6](OCC)=O)C.[OH-].[K+].O>C(O)CCC>[Cl:23][C:13]1[CH:12]=[C:11]([CH:5]([CH3:6])[C:4]([OH:25])=[O:3])[CH:16]=[CH:15][C:14]=1[N:17]1[CH:21]=[C:20]([Cl:22])[CH:19]=[N:18]1 |f:1.2|. Procedure details: 3.83 g (10 mmoles) of methyl-[3-chloro-4-(4-chloropyrazol-1-yl) phenyl] malonic acid diethyl ester, 1.4 g of potassium hydroxide, 5 ml of water and 15 ml of n-butanol are heated to the boil for 3 hours, with stirring. The solvent is evaporated off, the residue is dissolved in water, the aqueous solution is extracted with ether, acidification is effected with hydrochloric acid and the precipitate is filtered off. 2-[3-chloro-4-(4-chloropyrazol-1-yl) phenyl] propionic acid is obtained; m.p. 102°-1... The reactants are OC(CNC(=O)C=1N=NC(=CC1)N1CCN(CC1)C(C1=C(C=CC=C1)C(F)(F)F)=O)C1=CC=CC=C1 (6-[4-(2-trifluoromethylbenzoyl)piperazin-1-yl]pyridazine-3-carboxylic acid (2-hydroxy-2-phenylethyl)amide), C(C)(=O)OC(C)=O (acetic anhydride). Reagents/catalysts: CN(C1=CC=NC=C1)C (4-dimethylaminopyridine). The solvent is C(C)(=O)OCC (ethyl acetate), C(Cl)(Cl)Cl (chloroform), C(C)N(CC)CC (triethylamine), C(C)(=O)OCC (ethyl acetate). Conditions: time 6 hour. Product: C1(=CC=CC=C1)C(CNC(=O)C=1N=NC(=CC1)N1CCN(CC1)C(C1=C(C=CC=C1)C(F)(F)F)=O)OC(C)=O (ACETIC ACID 1-PHENYL-2-({6-[4-(2-TRIFLUOROMETHYLBENZOYL)PIPERAZIN-1-YL]PYRIDAZINE-3-CARBONYL}AMINO)ETHYL ESTER). Yield: 91.5%. RXN SMILES: [OH:1][CH:2]([C:31]1[CH:36]=[CH:35][CH:34]=[CH:33][CH:32]=1)[CH2:3][NH:4][C:5]([C:7]1[N:8]=[N:9][C:10]([N:13]2[CH2:18][CH2:17][N:16]([C:19](=[O:30])[C:20]3[CH:25]=[CH:24][CH:23]=[CH:22][C:21]=3[C:26]([F:29])([F:28])[F:27])[CH2:15][CH2:14]2)=[CH:11][CH:12]=1)=[O:6].[C:37](OC(=O)C)(=[O:39])[CH3:38]>C(Cl)(Cl)Cl.C(N(CC)CC)C.CN(C)C1C=CN=CC=1.C(OCC)(=O)C>[C:31]1([CH:2]([O:1][C:37](=[O:39])[CH3:38])[CH2:3][NH:4][C:5]([C:7]2[N:8]=[N:9][C:10]([N:13]3[CH2:18][CH2:17][N:16]([C:19](=[O:30])[C:20]4[CH:25]=[CH:24][CH:23]=[CH:22][C:21]=4[C:26]([F:28])([F:29])[F:27])[CH2:15][CH2:14]3)=[CH:11][CH:12]=2)=[O:6])[CH:32]=[CH:33][CH:34]=[CH:35][CH:36]=1. Procedure details: To a solution of 6-[4-(2-trifluoromethylbenzoyl)piperazin-1-yl]pyridazine-3-carboxylic acid (2-hydroxy-2-phenylethyl)amide (50 mg, 0.1 mmol) in chloroform (2 mL), acetic anhydride (0.25 mL), triethylamine (0.25 mL) and 4-dimethylaminopyridine (18 mg) were added. After stirred at ambient temperature for 6 hours, the reaction mixture was diluted with ethyl acetate (100 mL), washed with water (3×10 mL) and dried over Na2SO4. The crude product obtained after removal of the solvent was purified by co... Starting materials: C=CC(=O)Cl, Nc1ccc(C(=O)O)cc1. Yields the product C=CC(=O)Nc1ccc(C(=O)O)cc1. Reaction SMILES: [C:11]([CH:12]=[CH2:13])(=[O:14])[Cl:15].[NH2:1][c:2]1[cH:3][cH:4][c:5]([C:6](=[O:7])[OH:8])[cH:9][cH:10]1>>[NH:1]([c:2]1[cH:3][cH:4][c:5]([C:6](=[O:7])[OH:8])[cH:9][cH:10]1)[C:11]([CH:12]=[CH2:13])=[O:14].